From a dataset of the Open Reaction Database (ORD), a public repository of structured organic reaction records. describe an organic reaction: reactants, conditions, products, and yield Reactants: CC(C)(C)c1cccc(C2(NC(=O)CCl)CCCN(Cc3ccccc3)C2)c1, O=C(Cl)OCc1ccccc1, Cc1ccccc1, CCOC(C)=O, [Na+], [Na+], O=C([O-])[O-]. RXN SMILES: [CH2:1]([c:2]1[cH:3][cH:4][cH:5][cH:6][cH:7]1)[N:8]1[CH2:9][C:10]([c:14]2[cH:15][c:16]([C:20]([CH3:21])([CH3:22])[CH3:23])[cH:17][cH:18][cH:19]2)([NH:24][C:25]([CH2:26][Cl:27])=[O:28])[CH2:11][CH2:12][CH2:13]1.[CH2:29]([c:30]1[cH:31][cH:32][cH:33][cH:34][cH:35]1)[O:36][C:37](=[O:38])[Cl:39].[CH3:40][c:41]1[cH:42][cH:43][cH:44][cH:45][cH:46]1.[CH3:47][CH2:48][O:49][C:50](=[O:51])[CH3:52].[Na+:53].[Na+:54].[O-:55][C:56](=[O:57])[O-:58]>>[N:8]1([C:37]([O:36][CH2:29][c:30]2[cH:31][cH:32][cH:33][cH:34][cH:35]2)=[O:38])[CH2:9][C:10]([c:14]2[cH:15][c:16]([C:20]([CH3:21])([CH3:22])[CH3:23])[cH:17][cH:18][cH:19]2)([NH:24][C:25]([CH2:26][Cl:27])=[O:28])[CH2:11][CH2:12][CH2:13]1. Yields the product CC(C)(C)c1cccc(C2(NC(=O)CCl)CCCN(C(=O)OCc3ccccc3)C2)c1.